Dataset: the Open Reaction Database (ORD), a public repository of structured organic reaction records. Task: describe an organic reaction: reactants, conditions, products, and yield The reactants are solution, C(C)(C)(C)[Si](O[C@@H]1[C@@H]2CCCC([C@]2(CCC1)C)=O)(C)C ((4aR,5S,8aS)-5-(tert-Butyl-dimethyl-silanyloxy)-8a-methyl-octahydro-naphtalen-1-one), C(C(C)C)=O (Isobutyraldehyde), solution. The reagents and catalysts are [Br-].C(C)[P+](C1=CC=CC=C1)(C1=CC=CC=C1)C1=CC=CC=C1 (ethyltriphenylphosphoniumbromide), [Br-].C(C)[P+](C1=CC=CC=C1)(C1=CC=CC=C1)C1=CC=CC=C1 (ethyltriphenylphosphoniumbromid). Run in O1CCCC1 (tetrahydrofuran), O1CCCC1 (tetrahydrofuran), C(C)OCC (diethylether), O1CCCC1 (tetrahydrofurane). Conditions: time 3 hour. Product: C(C)(C)(C)[Si](C)(C)O[C@H]1CCC[C@@]2(C(CCC[C@@H]12)=CC)C ((1S,4aS,8aR)-tert-Butyl-(5-ethylidene-4a-methyl-decahydro-naphtalen-1-yloxy)-dimethyl-silane). The yield is 95.0%. RXN SMILES: [C:1]([Si:5]([CH3:20])([CH3:19])[O:6][C@H:7]1[CH2:16][CH2:15][CH2:14][C@@:13]2([CH3:17])[C@H:8]1[CH2:9][CH2:10][CH2:11][C:12]2=O)([CH3:4])([CH3:3])[CH3:2].[CH:21](=O)[CH:22](C)C>[Br-].C([P+](C1C=CC=CC=1)(C1C=CC=CC=1)C1C=CC=CC=1)C.O1CCCC1.C(OCC)C>[C:1]([Si:5]([O:6][C@@H:7]1[C@H:8]2[C@@:13]([CH3:17])([C:12](=[CH:21][CH3:22])[CH2:11][CH2:10][CH2:9]2)[CH2:14][CH2:15][CH2:16]1)([CH3:20])[CH3:19])([CH3:4])([CH3:3])[CH3:2] |f:2.3|. Reported procedure: A suspension of 11.8 g (31.7 mMol) of ethyltriphenylphosphoniumbromide in 64 ml of tetrahydrofuran is treated under stirring and argon atmosphere with 31.9 ml of a one molar solution of potassiumtertiobutylate and the resulting orange suspension treated with a solution of 3.17 g (10.7 mMol) of (4aR,5S,8aS)-5-(tert-Butyl-dimethyl-silanyloxy)-8a-methyl-octahydro-naphtalen-1-one in 64 ml of tetrahydrofuran and kept at room temperature for 3 hours. An additional 11.8 g (31.7 mMol) of ethyltriphenylp... The reactants are CCN=C=O, Cc1nc(N)sc1-c1ccc(S(C)(=O)=O)c(F)c1, CN(C)C=O. The product is CCNC(=O)Nc1nc(C)c(-c2ccc(S(C)(=O)=O)c(F)c2)s1. As a reaction SMILES: [CH2:19]([CH3:20])[N:21]=[C:22]=[O:23].[F:1][c:2]1[cH:3][c:4](-[c:12]2[c:13]([CH3:18])[n:14][c:15]([NH2:17])[s:16]2)[cH:5][cH:6][c:7]1[S:8](=[O:9])(=[O:10])[CH3:11].[O:24]=[CH:25][N:26]([CH3:27])[CH3:28]>>[F:1][c:2]1[cH:3][c:4](-[c:12]2[c:13]([CH3:18])[n:14][c:15]([NH:17][C:22]([NH:21][CH2:19][CH3:20])=[O:23])[s:16]2)[cH:5][cH:6][c:7]1[S:8](=[O:9])(=[O:10])[CH3:11]. The reactants are BrC1=C(C=C(C=C1)C1=NC(=NO1)C=1C=CC2=C(C=C(O2)C2(COC(OC2)(C)C)NC(OC(C)(C)C)=O)C1)Cl (tert-Butyl 5-(5-(5-(4-bromo-3-chlorophenyl)-1,2,4-oxadiazol-3-yl)benzofuran-2-yl)-2,2-dimethyl-1,3-dioxan-5-ylcarbamate), ClC=1C=C(C=CC1OCCC)C1=NC(=NO1)C=1C=CC2=C(C=C(O2)C2(COC(OC2)(C)C)NC(OC(C)(C)C)=O)C1 (tert-butyl 5-(5-(5-(3-chloro-4-propoxyphenyl)-1,2,4-oxadiazol-3-yl)benzofuran-2-yl)-2,2-dimethyl-1,3-dioxan-5-ylcarbamate). The product is NC(CO)(CO)C=1OC2=C(C1)C=C(C=C2)C2=NOC(=N2)C2=CC(=C(C=C2)Br)Cl (2-Amino-2-(5-(5-(4-bromo-3-chlorophenyl)-1,2,4-oxadiazol-3-yl)benzofuran-2-yl)propane-1,3-diol). Yield: 39.0%. Reaction SMILES: [Br:1][C:2]1[CH:7]=[CH:6][C:5]([C:8]2[O:12][N:11]=[C:10]([C:13]3[CH:14]=[CH:15][C:16]4[O:20][C:19]([C:21]5([NH:29]C(=O)OC(C)(C)C)[CH2:26][O:25]C(C)(C)[O:23][CH2:22]5)=[CH:18][C:17]=4[CH:37]=3)[N:9]=2)=[CH:4][C:3]=1[Cl:38].ClC1C=C(C2ON=C(C3C=CC4OC(C5(NC(=O)OC(C)(C)C)COC(C)(C)OC5)=CC=4C=3)N=2)C=CC=1OCCC>>[NH2:29][C:21]([C:19]1[O:20][C:16]2[CH:15]=[CH:14][C:13]([C:10]3[N:9]=[C:8]([C:5]4[CH:6]=[CH:7][C:2]([Br:1])=[C:3]([Cl:38])[CH:4]=4)[O:12][N:11]=3)=[CH:37][C:17]=2[CH:18]=1)([CH2:22][OH:23])[CH2:26][OH:25]. Reported procedure: When the product of Step C was substituted for tert-butyl 5-(5-(5-(3-chloro-4-propoxyphenyl)-1,2,4-oxadiazol-3-yl)benzofuran-2-yl)-2,2-dimethyl-1,3-dioxan-5-ylcarbamate in Example 36, Step E, the similar procedure afforded the title compound in 39% yield, as creamy solid. 1H-NMR (DMSO-d5) 8.31 (b, 2H); 8.05 (d, 1H, J=8.52 Hz); 8.00 (d, 1H, J=8.49 Hz); 7.94 (d, 1H, J=8.58 Hz); 7.68 (d, 1H, J=8.46 Hz); 6.91 (s, 1H); 4.88 (bs, 1H); 3.66 (bs, 2H); 3.58 (bs, 2H). Reactants: C(=O)(OCC)C=1C=C(CBr)C=CC1 (3-Carboethoxybenzyl bromide), N (ammonia). The solvent is C(C)#N (acetonitrile). Reaction conditions: temperature -30 celsius. Yields the product C(=O)(OCC)C=1C=C(CN)C=CC1 (3-carboethoxybenzylamine). Reaction SMILES: [C:1]([C:6]1[CH:7]=[C:8]([CH:11]=[CH:12][CH:13]=1)[CH2:9]Br)([O:3][CH2:4][CH3:5])=[O:2].[NH3:14]>C(#N)C>[C:1]([C:6]1[CH:7]=[C:8]([CH:11]=[CH:12][CH:13]=1)[CH2:9][NH2:14])([O:3][CH2:4][CH3:5])=[O:2]. Procedure: 3-Carboethoxybenzyl bromide (1 ml; Heterocycles, 1977, 6, 5) was added to a saturated solution of ammonia in acetonitrile (30 ml) which had been cooled to -30° C. The mixture was stirred and allowed to warm to laboratory temperature. The mixture was filtered and the filtrate was evaporated. The residue was purified by chromatography on a silica gel column using a 10:1 v/v mixture of ethyl acetate and methanol as eluent. There was thus obtained as an oil 3-carboethoxybenzylamine (0.4 g) which was... Reactants: O.NN (Hydrazine hydrate), C(C=C)OC1=C(C=CC=C1)C1CC(OC1OCC)=O (4-(2-allyloxyphenyl)-5-ethoxydihydro-2-furanone), C([O-])(O)=O.[Na+] (sodium bicarbonate). Solvent: C(C)(=O)O (acetic acid), O (water). Product: C(C=C)OC1=C(C=CC=C1)C1CC(NN=C1)=O (5-(2-allyloxyphenyl)-4,5-dihydro-3[2H]-pyridazinone). Reaction SMILES: O.[NH2:2][NH2:3].[CH2:4]([O:7][C:8]1[CH:13]=[CH:12][CH:11]=[CH:10][C:9]=1[CH:14]1[CH:18](OCC)[O:17][C:16](=O)[CH2:15]1)[CH:5]=[CH2:6].C(=O)(O)[O-].[Na+]>C(O)(=O)C.O>[CH2:4]([O:7][C:8]1[CH:13]=[CH:12][CH:11]=[CH:10][C:9]=1[CH:14]1[CH:18]=[N:3][NH:2][C:16](=[O:17])[CH2:15]1)[CH:5]=[CH2:6] |f:0.1,3.4|. Procedure details: Hydrazine hydrate (2.8 ml) was added to a solution of 4-(2-allyloxyphenyl)-5-ethoxydihydro-2-furanone (9.8 g) in acetic acid (30 ml) and water (27 ml). The solution was refluxed for 90 minutes, poured into aqueous sodium bicarbonate, extracted into diethyl ether, evaporated under reduced pressure and the resultant solid recrystallised from benzene to afford 5-(2-allyloxyphenyl)-4,5-dihydro-3[2H]-pyridazinone (6.5 g) as white crystals, m.p. 93°-95° C. The reactants are COc1cc2nccc(Oc3ccc(N)cc3)c2cc1OC, Cc1ccccc1, O=C=Nc1cc(F)ccc1F. The product is COc1cc2nccc(Oc3ccc(NC(=O)Nc4cc(F)ccc4F)cc3)c2cc1OC. As a reaction SMILES: [CH3:1][O:2][c:3]1[cH:4][c:5]2[c:6]([O:15][c:16]3[cH:17][cH:18][c:19]([NH2:22])[cH:20][cH:21]3)[cH:7][cH:8][n:9][c:10]2[cH:11][c:12]1[O:13][CH3:14].[CH3:34][c:35]1[cH:36][cH:37][cH:38][cH:39][cH:40]1.[F:23][c:24]1[c:25]([N:31]=[C:32]=[O:33])[cH:26][c:27]([F:30])[cH:28][cH:29]1>>[CH3:1][O:2][c:3]1[cH:4][c:5]2[c:6]([O:15][c:16]3[cH:17][cH:18][c:19]([NH:22][C:32]([NH:31][c:25]4[c:24]([F:23])[cH:29][cH:28][c:27]([F:30])[cH:26]4)=[O:33])[cH:20][cH:21]3)[cH:7][cH:8][n:9][c:10]2[cH:11][c:12]1[O:13][CH3:14]. Reaction SMILES: [NH2:1][C:2]1[C:7]([N+:8]([O-])=O)=[C:6]([N:11]2[CH2:16][CH2:15][N:14]([CH2:17][C:18]([NH:20][C:21]3[O:25][N:24]=[C:23]([CH3:26])[CH:22]=3)=[O:19])[CH2:13][CH2:12]2)[C:5]([Cl:27])=[CH:4][N:3]=1.[CH3:28][N:29]([CH3:38])[C:30]1[CH:37]=[CH:36][C:33]([CH:34]=O)=[CH:32][CH:31]=1.[O-]S(S([O-])=O)=O.[Na+].[Na+]>C(O)C>[Cl:27][C:5]1[C:6]([N:11]2[CH2:16][CH2:15][N:14]([CH2:17][C:18]([NH:20][C:21]3[O:25][N:24]=[C:23]([CH3:26])[CH:22]=3)=[O:19])[CH2:13][CH2:12]2)=[C:7]2[N:8]=[C:34]([C:33]3[CH:36]=[CH:37][C:30]([N:29]([CH3:38])[CH3:28])=[CH:31][CH:32]=3)[NH:1][C:2]2=[N:3][CH:4]=1 |f:2.3.4|. Reaction conditions: temperature 70 celsius, time 4.5 hour. Starting materials: [O-]S(=O)S(=O)[O-].[Na+].[Na+] (Na2S2O4), NC1=NC=C(C(=C1[N+](=O)[O-])N1CCN(CC1)CC(=O)NC1=CC(=NO1)C)Cl (2-(4-(2-amino-5-chloro-3-nitropyridin-4-yl)piperazin-1-yl)-N-(3-methylisoxazol-5-yl)acetamide), aqueous solution, CN(C1=CC=C(C=O)C=C1)C (4-dimethylaminobenzaldehyde). Run in C(C)O (ethanol). Reported procedure: To a mixture of 2-(4-(2-amino-5-chloro-3-nitropyridin-4-yl)piperazin-1-yl)-N-(3-methylisoxazol-5-yl)acetamide (0.036 g, 0.09 mmol) and ethanol (4 ml) was added 4-dimethylaminobenzaldehyde (0.018 g, 0.11 mmol) followed by a freshly prepared 1M aqueous solution of Na2S2O4 (0.36 ml, 0.36 mmol). The reaction mixture was stirred at 70° C. for 4.5 h, then allowed to cool to room temperature and concentrated in vacuo. The residue was triturated with water (4 ml); the brown precipitate was collected by ... The product is ClC=1C(=C2C(=NC1)NC(=N2)C2=CC=C(C=C2)N(C)C)N2CCN(CC2)CC(=O)NC2=CC(=NO2)C (2-(4-(6-Chloro-2-(4-(dimethylamino)phenyl)-3H-imidazo[4,5-b]pyridin-7-yl)piperazin-1-yl)-N-(3-methylisoxazol-5-yl)acetamide).